This data is from the Open Reaction Database (ORD), a public repository of structured organic reaction records. The task is: describe an organic reaction: reactants, conditions, products, and yield Reactants: C(C)OC(C(C)N(CCCC1=NC=2NCCCC2C=C1)C(=O)OC(C)(C)C)=O ({Tert-butoxycarbonyl-[3-(5,6,7,8-tetrahydro-[1,8]naphthyridin-2-yl)-propyl]-amino}-propionic acid ethyl ester), [OH-].[Na+] (NaOH), CN1CCOCC1 (NMM), Cl.CNOC (N,O-dimethylhydroxylamine hydrochloride), C=1C=CC2=C(C1)N=NN2O (HOBT), C(CCl)Cl (EDC), Cl (HCl). Solvent: C(C)O (ethanol), C(C)#N (acetonitrile). Conditions: time 1 hour. Yields the product C(C)(C)(C)OC(N(CCCC1=NC=2NCCCC2C=C1)CCC(N(C)OC)=O)=O ([(Methoxy-methyl-carbamoyl)-ethyl]-[3-(5,6,7,8-tetrahydro-[1,8]naphthyridin-2-yl)-propyl]-carbamic acid tert-butyl ester). As a reaction SMILES: C(OC(=O)[CH:5]([N:7]([C:21]([O:23][C:24]([CH3:27])([CH3:26])[CH3:25])=[O:22])[CH2:8][CH2:9][CH2:10][C:11]1[CH:20]=[CH:19][C:18]2[CH2:17][CH2:16][CH2:15][NH:14][C:13]=2[N:12]=1)[CH3:6])C.[OH-].[Na+].Cl.C[N:33]1[CH2:38]COC[CH2:34]1.Cl.CN[O:42][CH3:43].C1C=CC2N([OH:53])N=NC=2C=1.C(Cl)CCl>C(O)C.C(#N)C>[C:24]([O:23][C:21](=[O:22])[N:7]([CH2:5][CH2:6][C:38](=[O:53])[N:33]([O:42][CH3:43])[CH3:34])[CH2:8][CH2:9][CH2:10][C:11]1[CH:20]=[CH:19][C:18]2[CH2:17][CH2:16][CH2:15][NH:14][C:13]=2[N:12]=1)([CH3:25])([CH3:26])[CH3:27] |f:1.2,5.6|. Reported procedure: To a solution of 4-8 (5.6 g, 12.8 mmol) in ethanol (50 mL) was added NaOH (15 mL 1M solution in water, 15 mmol). After stirring for 1 h, HCl (15 mL 1M solution in water, 15 mmol) was added, and the mixture evaporated to give an oily residue. The residue was evaporated from ethanol three times, and then from acetonitrile three times, producing a yellow crusty solid which was dried under a vacuum of <2 mm Hg for 2 h. This residue was then slurried in chloroform (5 mL) and acetonitrile (50 mL), and... Starting materials: CCC(=O)Cl, CC(C)C(=O)Nc1ccc(C2CCNCC2)cc1, CC(C)(C)OC(=O)N1CCC(c2ccc(N)cc2)CC1. Yields the product CCC(=O)Nc1ccc(C2CCNCC2)cc1. As a reaction SMILES: [C:39]([Cl:40])(=[O:41])[CH2:42][CH3:43].[CH3:1][CH:2]([C:3](=[O:4])[NH:5][c:6]1[cH:7][cH:8][c:9]([CH:12]2[CH2:13][CH2:14][NH:15][CH2:16][CH2:17]2)[cH:10][cH:11]1)[CH3:18].[NH2:19][c:20]1[cH:21][cH:22][c:23]([CH:24]2[CH2:25][CH2:26][N:27]([C:28]([O:29][C:30]([CH3:31])([CH3:32])[CH3:33])=[O:34])[CH2:35][CH2:36]2)[cH:37][cH:38]1>>[CH3:1][CH2:2][C:3](=[O:4])[NH:5][c:6]1[cH:7][cH:8][c:9]([CH:12]2[CH2:13][CH2:14][NH:15][CH2:16][CH2:17]2)[cH:10][cH:11]1. Starting materials: ClC1=C(C(=O)O)C=CC=C1 (2-chlorobenzoic acid), Cl (hydrochloric acid), S(=O)(Cl)Cl (thionyl chloride), NC1=CC=CC=C1 (aniline). Run in C1(=CC=CC=C1)C (toluene), C1(=CC=CC=C1)C (toluene). Product: C1(=CC=CC=C1)NC(C1=C(C=CC=C1)Cl)=O (N-phenyl-2-chlorobenzamide). Yield: 93.0%. RXN SMILES: [Cl:1][C:2]1[CH:10]=[CH:9][CH:8]=[CH:7][C:3]=1[C:4]([OH:6])=O.S(Cl)(Cl)=O.[NH2:15][C:16]1[CH:21]=[CH:20][CH:19]=[CH:18][CH:17]=1.Cl>C1(C)C=CC=CC=1>[C:16]1([NH:15][C:4](=[O:6])[C:3]2[CH:7]=[CH:8][CH:9]=[CH:10][C:2]=2[Cl:1])[CH:21]=[CH:20][CH:19]=[CH:18][CH:17]=1. Procedure details: To a 500 ml four-necked flask equipped with a stirrer, a thermometer, and a condenser, 31.3 g (0.2 mol) of 2-chlorobenzoic acid and 180 g of toluene are placed. To the above mixture in the flask, 25.0 g (0.21 mol) of thionyl chloride is added dropwise over 30 minutes while stirring at a temperature of from 60° to 65° C. to be allowed to react with each other for about 30 minutes. To the above reaction mixture, a solution containing 27.9 g (0.3 mol) of aniline dissolved in 100 g of toluene is dro... As a reaction SMILES: [C:1]([CH3:2])([CH3:3])([CH3:4])[Si:5]([CH3:6])([CH3:7])[O:8][c:9]1[c:10]([F:16])[cH:11][c:12]([F:15])[cH:13][cH:14]1.[CH2:17]([Li:18])[CH2:19][CH2:20][CH3:21].[CH3:22][N:23]([CH:24]=[O:25])[CH3:26].[O:28]1[CH2:29][CH2:30][CH2:31][CH2:32]1.[OH2:27]>>[C:1]([CH3:2])([CH3:3])([CH3:4])[Si:5]([CH3:6])([CH3:7])[O:8][c:9]1[c:10]([F:16])[c:11]([CH:24]=[O:25])[c:12]([F:15])[cH:13][cH:14]1. Starting materials: CC(C)(C)[Si](C)(C)Oc1ccc(F)cc1F, [Li]CCCC, CN(C)C=O, C1CCOC1, O. The product is CC(C)(C)[Si](C)(C)Oc1ccc(F)c(C=O)c1F. Starting materials: N(=[N+]=[N-])C1=NOC(=C1)C (3-azido-5-methyl-isoxazole), COC1=CC=C(C=C1)CC#N ((4-methoxy-phenyl)-acetonitrile), C[O-].[Na+] (sodium methoxide), ice. The solvent is C(C)O (ethanol), C(C)O (ethanol), C(C)(=O)OCC (ethyl acetate). Conditions: time 8 hour. Product: COC1=CC=C(C=C1)C1=C(N(N=N1)C1=NOC(=C1)C)N (5-(4-Methoxy-phenyl)-3-(5-methyl-isoxazol-3-yl)-3H-[1,2,3]triazol-4-yl amine). Yield: 11.0%. RXN SMILES: [N:1]([C:4]1[CH:8]=[C:7]([CH3:9])[O:6][N:5]=1)=[N+:2]=[N-:3].[CH3:10][O:11][C:12]1[CH:17]=[CH:16][C:15]([CH2:18][C:19]#[N:20])=[CH:14][CH:13]=1.C[O-].[Na+]>C(O)C.C(OCC)(=O)C>[CH3:10][O:11][C:12]1[CH:17]=[CH:16][C:15]([C:18]2[N:3]=[N:2][N:1]([C:4]3[CH:8]=[C:7]([CH3:9])[O:6][N:5]=3)[C:19]=2[NH2:20])=[CH:14][CH:13]=1 |f:2.3|. Procedure details: To an ice-cooled and stirred mixture of 3-azido-5-methyl-isoxazole (0.5 g, 1 eq) and commercial (4-methoxy-phenyl)-acetonitrile (0.712 g, 1.2 eq) in ethanol (10 ml) kept under nitrogen, a solution of sodium methoxide (0.327 g, 1.5 eq) in ethanol (10 ml) is added drop-wise (15 min). After the addition, the reaction mixture is allowed to reach room temperature spontaneously and stirring is then continued overnight at room temperature. The resulting reaction mixture is diluted with ethyl acetate (4... Starting materials: BrC=1C=C2C=C(CC2=CC1)CCO (2-(5-bromo-1H-inden-2-yl)ethanol), [OH-].[NH4+] (ammonium hydroxide), CSC (dimethylsulfide), C([O-])(O)=O.[Na+] (sodium bicarbonate). The solvent is CO (methanol). Reaction conditions: time 3 hour. Product: BrC1=CC=C2C=C(N=CC2=C1)CCO (2-(7-bromo-3-isoquinolinyl)ethanol). RXN SMILES: [Br:1][C:2]1[CH:3]=[C:4]2[C:8](=[CH:9][CH:10]=1)[CH2:7][C:6]([CH2:11][CH2:12][OH:13])=[CH:5]2.CSC.C(=O)(O)[O-].[Na+].[OH-].[NH4+:23]>CO>[Br:1][C:2]1[CH:3]=[C:4]2[C:8]([CH:7]=[C:6]([CH2:11][CH2:12][OH:13])[N:23]=[CH:5]2)=[CH:9][CH:10]=1 |f:2.3,4.5|. Reported procedure: The product from Example 52D (0.85 g, 3.5 mmol) in methanol (15 mL) at −70° C. was ozonated until a bluish color developed (˜10 minutes). The mixture was treated with dimethylsulfide (0.7 mL, excess) and sodium bicarbonate (0.2 g) and allowed to warm to room temperature. After stirring for 3 hours, the mixture was treated with aqueous ammonium hydroxide (7.4 mL, 28%). After stirring an additional 4 hours, the reaction mixture was concentrated under vacuum and then diluted with dichloromethane (2... The reactants are C(=O)([O-])[O-].[K+].[K+] (K2CO3), CC=1N=CNC1 (4-methyl-1H-imidazole), CS(=O)(=O)OCC1=C(C=C(C=C1)NC(C1=CC(=C(C=C1)C)NC(=O)C1=CSC2=C1N=CN=C2NC2CC2)=O)C(F)(F)F (4-(3-(4-(Cyclopropylamino)thieno[3,2-d]pyrimidine-7-carboxamido)-4-methylbenzamido)-2-(trifluoromethyl)benzyl methanesulfonate). Run in C(C)(=O)OCC (ethyl acetate), CN(C)C=O (DMF). Reaction conditions: time 18 hour. Yields the product C1(CC1)NC=1C2=C(N=CN1)C(=CS2)C(=O)NC2=C(C=CC(=C2)C(NC2=CC(=C(C=C2)CN2C=NC(=C2)C)C(F)(F)F)=O)C (4-(Cyclopropylamino)-N-(2-methyl-5-(4-((4-methyl-1H-imidazole-1-yl)methyl)-3-(trifluoromethyl)phenylcarbamoyl)phenyl)thieno[3,2-d]pyrimidine-7-carboxamide). The yield is 79.1%. Reaction SMILES: CS(O[CH2:6][C:7]1[CH:12]=[CH:11][C:10]([NH:13][C:14](=[O:38])[C:15]2[CH:20]=[CH:19][C:18]([CH3:21])=[C:17]([NH:22][C:23]([C:25]3[C:29]4[N:30]=[CH:31][N:32]=[C:33]([NH:34][CH:35]5[CH2:37][CH2:36]5)[C:28]=4[S:27][CH:26]=3)=[O:24])[CH:16]=2)=[CH:9][C:8]=1[C:39]([F:42])([F:41])[F:40])(=O)=O.C([O-])([O-])=O.[K+].[K+].[CH3:49][C:50]1[N:51]=[CH:52][NH:53][CH:54]=1>CN(C=O)C.C(OCC)(=O)C>[CH:35]1([NH:34][C:33]2[C:28]3[S:27][CH:26]=[C:25]([C:23]([NH:22][C:17]4[CH:16]=[C:15]([C:14](=[O:38])[NH:13][C:10]5[CH:11]=[CH:12][C:7]([CH2:6][N:53]6[CH:54]=[C:50]([CH3:49])[N:51]=[CH:52]6)=[C:8]([C:39]([F:42])([F:40])[F:41])[CH:9]=5)[CH:20]=[CH:19][C:18]=4[CH3:21])=[O:24])[C:29]=3[N:30]=[CH:31][N:32]=2)[CH2:36][CH2:37]1 |f:1.2.3|. Procedure details: 4-(3-(4-(Cyclopropylamino)thieno[3,2-d]pyrimidine-7-carboxamido)-4-methylbenzamido)-2-(trifluoromethyl)benzyl methanesulfonate (30 mg, 0.048 mmol) was dissolved in DMF (1 mL), K2CO3 (20 mg, 0.145 mmol) and 4-methyl-1H-imidazole (20 mg, 0.242 mmol) were added thereto and stirred at room temperature for 18 hours. The reaction mixture was diluted with ethyl acetate (10 mL) and washed with brine. The organic layer was dried with MgSO4, filtered and concentrated under reduced pressure. The resulting ... Reactants: [OH-].[Na+] (NaOH), [H][H] (hydrogen), C(C)(=O)C1=C(C(=O)O)C=CC=[N+]1[O-] (2-acetylnicotinic acid N-oxide), [OH-].[Na+] (sodium hydroxide). The reagents and catalysts are [Pd] (palladium on carbon). The solvent is O (water). Yields the product C(C)(=O)C1=C(C(=O)O)C=CC=N1 (2-acetylnicotinic acid). Reaction SMILES: [C:1]([C:4]1[N+:12]([O-])=[CH:11][CH:10]=[CH:9][C:5]=1[C:6]([OH:8])=[O:7])(=[O:3])[CH3:2].[OH-].[Na+].[H][H]>O.[Pd]>[C:1]([C:4]1[N:12]=[CH:11][CH:10]=[CH:9][C:5]=1[C:6]([OH:8])=[O:7])(=[O:3])[CH3:2] |f:1.2|. Procedure details: Sixteen grams (88.4 mmol) of 2-acetylnicotinic acid N-oxide (J. Chem. Soc., 1961, 5216) is added to a solution of sodium hydroxide (3.5 g, 88.4 mmol) in 300 ml of water. The pH is adjusted to 9 by the addition of 6N NaOH, and 10% palladium on carbon (1.6 g) is added. The mixture is then hydrogenated until a 20% excess of hydrogen is taken up. The reaction mixture is filtered through Celite, and the pH of the filtrate is adjusted to 2.5 with 6N HCL. The solvent is removed by rotoevaporation and t... As a reaction SMILES: [CH3:35][C:36](=[O:37])[OH:38].[Cl-:31].[ClH:1].[N:21]([O-:22])=[O:23].[NH2:2][c:3]1[cH:4][cH:5][c:6]2[c:15]3[n:10]([cH:11][c:12]([C:17](=[O:18])[OH:19])[c:13](=[O:16])[c:14]13)[CH:9]([CH3:20])[CH2:8][CH2:7]2.[Na+:24].[Na+:25].[Na+:26].[Na:32][C:33]#[N:34].[O-:27][C:28](=[O:29])[O-:30].[OH2:39]>>[c:3]1([C:33]#[N:34])[cH:4][cH:5][c:6]2[c:15]3[n:10]([cH:11][c:12]([C:17](=[O:18])[OH:19])[c:13](=[O:16])[c:14]13)[CH:9]([CH3:20])[CH2:8][CH2:7]2. Reactants: CC(=O)O, [Cl-], Cl, O=N[O-], CC1CCc2ccc(N)c3c(=O)c(C(=O)O)cn1c23, [Na+], [Na+], [Na+], N#C[Na], O=C([O-])[O-], O. Yields the product CC1CCc2ccc(C#N)c3c(=O)c(C(=O)O)cn1c23. Procedure: Using the same general procedure of Example 1, the captioned compound was prepared using 2-picolyl chloride and 2-[2-(5-nitro-2-furyl)vinyl]imidazole. The resulting yellow product was recrystallized from benzene-petroleum ether and melted at 141°-142°. RXN SMILES: [N:1]1[CH:6]=[CH:5][CH:4]=[CH:3][C:2]=1[CH2:7]Cl.[N+:9]([C:12]1[O:16][C:15]([CH:17]=[CH:18][C:19]2[NH:20][CH:21]=[CH:22][N:23]=2)=[CH:14][CH:13]=1)([O-:11])=[O:10]>>[N:1]1[CH:6]=[CH:5][CH:4]=[CH:3][C:2]=1[CH2:7][N:23]1[CH:22]=[CH:21][N:20]=[C:19]1[CH:18]=[CH:17][C:15]1[O:16][C:12]([N+:9]([O-:11])=[O:10])=[CH:13][CH:14]=1. Reactants: N1=C(C=CC=C1)CCl (2-picolyl chloride), [N+](=O)([O-])C1=CC=C(O1)C=CC=1NC=CN1 (2-[2-(5-nitro-2-furyl)vinyl]imidazole). Yields the product N1=C(C=CC=C1)CN1C(=NC=C1)C=CC=1OC(=CC1)[N+](=O)[O-] (1-(2-Picolyl)-2-[2-(5-nitro-2-furyl)vinyl]imidazole).